Dataset: the Open Reaction Database (ORD), a public repository of structured organic reaction records. Task: describe an organic reaction: reactants, conditions, products, and yield The reactants are C([O-])([O-])=O.[Na+].[Na+] (sodium carbonate), CC(C)OC1=CC=C(C=C1)B(O)O (4-(1-methylethoxy)phenylboronic acid), BrC=1C(=NC=CC1)N (3-bromopyridin-2-amine). The reagents and catalysts are C=1C=CC(=CC1)[P](C=2C=CC=CC2)(C=3C=CC=CC3)[Pd]([P](C=4C=CC=CC4)(C=5C=CC=CC5)C=6C=CC=CC6)([P](C=7C=CC=CC7)(C=8C=CC=CC8)C=9C=CC=CC9)[P](C=1C=CC=CC1)(C=1C=CC=CC1)C=1C=CC=CC1 (tetrakis(triphenylphosphine)palladium(0)). Solvent: O (water), COCCOC (1,2-dimethoxyethane), O (water). Conditions: temperature 80 celsius, time 8 hour. Product: CC(C)OC1=CC=C(C=C1)C=1C(=NC=CC1)N (3-[4-(1-methylethoxy)phenyl]pyridin-2-amine). The yield is 90.6%. Reaction SMILES: C(=O)([O-])[O-].[Na+].[Na+].[CH3:7][CH:8]([O:10][C:11]1[CH:16]=[CH:15][C:14](B(O)O)=[CH:13][CH:12]=1)[CH3:9].Br[C:21]1[C:22]([NH2:27])=[N:23][CH:24]=[CH:25][CH:26]=1>COCCOC.O.C1C=CC([P]([Pd]([P](C2C=CC=CC=2)(C2C=CC=CC=2)C2C=CC=CC=2)([P](C2C=CC=CC=2)(C2C=CC=CC=2)C2C=CC=CC=2)[P](C2C=CC=CC=2)(C2C=CC=CC=2)C2C=CC=CC=2)(C2C=CC=CC=2)C2C=CC=CC=2)=CC=1>[CH3:7][CH:8]([O:10][C:11]1[CH:16]=[CH:15][C:14]([C:21]2[C:22]([NH2:27])=[N:23][CH:24]=[CH:25][CH:26]=2)=[CH:13][CH:12]=1)[CH3:9] |f:0.1.2,^1:38,40,59,78|. Procedure details: A mixture of sodium carbonate (906 mg), tetrakis(triphenylphosphine)palladium(0) (247 mg), 4-(1-methylethoxy)phenylboronic acid (1000 mg) and 3-bromopyridin-2-amine (0.739 g) in 1,2-dimethoxyethane (50 mL) and water (10 mL) was stirred under a nitrogen atmosphere at 80° C. overnight. The reaction mixture was added to water, and the mixture was extracted with ethyl acetate. The organic layer was washed with saturated brine, dried over anhydrous magnesium sulfate, and concentrated under reduced pr... Starting materials: COC1=NS(=O)(=O)N=C1OC, CN(C)Cc1cccc(CSCCNC2=NS(=O)N=C2N)n1, N. The product is CN(C)Cc1cccc(CSCCNC2=NS(=O)(=O)N=C2N)n1. RXN SMILES: [CH3:1][O:2][C:3]1=[N:11][S:8](=[O:9])(=[O:10])[N:7]=[C:4]1[O:5][CH3:6].[NH2:12][C:13]1=[N:14][S:15](=[O:33])[N:16]=[C:17]1[NH:18][CH2:19][CH2:20][S:21][CH2:22][c:23]1[n:24][c:25]([CH2:29][N:30]([CH3:31])[CH3:32])[cH:26][cH:27][cH:28]1.[NH3:34]>>[O:2]=[S:15]1(=[O:33])[N:14]=[C:13]([NH2:12])[C:17]([NH:18][CH2:19][CH2:20][S:21][CH2:22][c:23]2[n:24][c:25]([CH2:29][N:30]([CH3:31])[CH3:32])[cH:26][cH:27][cH:28]2)=[N:16]1. Yield: 103.7%. Procedure: The following process was carried out according to literature precedent (JOC, 1988, 53 (7), 1372). 2,4-Difluorobenzenesulphonyl chloride (436 mg, 2.05 mmol) was added slowly to a stirred solution of 2-{[(1,1-dimethylethyl)(dimethyl)silyl]oxy}-N-(phenylmethyl)ethanamine (600 mg, 2.26 mmol) in a 1:1 mixture of 10% sodium hydroxide solution and DCM (80 mL) at 0° C. The reaction mixture was allowed to warm up to RT and left to stir for 5 hours. The phases were separated and the aqueous phase was ext... Solvent: C(Cl)Cl (DCM). Run at time 5 hour. Reaction SMILES: [F:1][C:2]1[CH:7]=[C:6]([F:8])[CH:5]=[CH:4][C:3]=1[S:9](Cl)(=[O:11])=[O:10].[CH3:13][C:14]([Si:17]([CH3:30])([CH3:29])[O:18][CH2:19][CH2:20][NH:21][CH2:22][C:23]1[CH:28]=[CH:27][CH:26]=[CH:25][CH:24]=1)([CH3:16])[CH3:15].[OH-].[Na+]>C(Cl)Cl>[CH3:16][C:14]([Si:17]([CH3:30])([CH3:29])[O:18][CH2:19][CH2:20][N:21]([CH2:22][C:23]1[CH:24]=[CH:25][CH:26]=[CH:27][CH:28]=1)[S:9]([C:3]1[CH:4]=[CH:5][C:6]([F:8])=[CH:7][C:2]=1[F:1])(=[O:11])=[O:10])([CH3:13])[CH3:15] |f:2.3|. Starting materials: ( 7 ), FC1=C(C=CC(=C1)F)S(=O)(=O)Cl (2,4-Difluorobenzenesulphonyl chloride), CC(C)(C)[Si](OCCNCC1=CC=CC=C1)(C)C (2-{[(1,1-dimethylethyl)(dimethyl)silyl]oxy}-N-(phenylmethyl)ethanamine), [OH-].[Na+] (sodium hydroxide). Product: CC(C)(C)[Si](OCCN(S(=O)(=O)C1=C(C=C(C=C1)F)F)CC1=CC=CC=C1)(C)C (N-(2-{[(1,1-Dimethylethyl)(dimethyl)silyl]oxy}ethyl)-2,4-difluoro-N-(phenylmethyl)benzenesulfonamide). The reactants are O=C(Br)c1ccc(CBr)cc1, CC(C)(C)O, ClCCl. Product: CC(C)(C)OC(=O)c1ccc(CBr)cc1. Reaction SMILES: [Br:1][CH2:2][c:3]1[cH:4][cH:5][c:6]([C:7](=[O:8])[Br:9])[cH:10][cH:11]1.[C:12]([CH3:13])([CH3:14])([CH3:15])[OH:16].[Cl:17][CH2:18][Cl:19]>>[Br:1][CH2:2][c:3]1[cH:4][cH:5][c:6]([C:7](=[O:8])[O:16][C:12]([CH3:13])([CH3:14])[CH3:15])[cH:10][cH:11]1. Reactants: O1C(COC2=C1C=CC=C2)CN2CC(CCC2)(C)CO ([1-(2,3-dihydrobenzo[1,4]dioxin-2-ylmethyl)-3-methyl-piperidin-3-yl]methanol), CCN(C(C)C)C(C)C (DIPEA), ClCOC (chloromethylmethyl ether), O (Water). Run in C(Cl)Cl (DCM). Reaction conditions: time 16 hour. Yields the product O1C(COC2=C1C=CC=C2)CN2CC(CCC2)(C)COCOC (1-(2,3-Dihydrobenzo[1,4]dioxin-2-ylmethyl)-3-methoxymethoxymethyl-3-methylpiperidine). Reaction SMILES: [O:1]1[C:6]2[CH:7]=[CH:8][CH:9]=[CH:10][C:5]=2[O:4][CH2:3][CH:2]1[CH2:11][N:12]1[CH2:17][CH2:16][CH2:15][C:14]([CH2:19][OH:20])([CH3:18])[CH2:13]1.CCN(C(C)C)C(C)C.Cl[CH2:31][O:32][CH3:33].O>C(Cl)Cl>[O:1]1[C:6]2[CH:7]=[CH:8][CH:9]=[CH:10][C:5]=2[O:4][CH2:3][CH:2]1[CH2:11][N:12]1[CH2:17][CH2:16][CH2:15][C:14]([CH2:19][O:20][CH2:31][O:32][CH3:33])([CH3:18])[CH2:13]1. Procedure: To a solution of [1-(2,3-dihydrobenzo[1,4]dioxin-2-ylmethyl)-3-methyl-piperidin-3-yl]methanol (0.20 g, 0.72 mmol) in dry DCM (10 ml) at 0° C. was added DIPEA (0.42 ml) and chloromethylmethyl ether (0.11 ml). The reaction mixture was stirred at RT for 16 h. Water was added and the product was extracted with DCM (3×20 ml). The combined organic phases were dried over Na2SO4, filtered and the filtrate was evaporated to give the title compound. The reactants are [H-].[Na+] (Sodium hydride), ClC1=CC(=CC=2C3=C(NC12)CCN(CC3)C(=O)OC(C)(C)C)Cl (tert-butyl 7,9-dichloro-1,4,5,6-tetrahydroazepino[4,5-b]indole-3(2H)-carboxylate), BrCC(=O)OCC (ethyl bromoacetate). The solvent is CN(C)C=O (DMF). The product is ClC1=CC(=CC=2C3=C(N(C12)CC(=O)OCC)CCN(CC3)C(=O)OC(C)(C)C)Cl (tert-Butyl 7,9-dichloro-6-(2-ethoxy-2-oxoethyl)-1,4,5,6-tetrahydroazepino[4,5-b]indole-3(2H)-carboxylate). The yield is 97.1%. Reaction SMILES: [H-].[Na+].[Cl:3][C:4]1[C:12]2[NH:11][C:10]3[CH2:13][CH2:14][N:15]([C:18]([O:20][C:21]([CH3:24])([CH3:23])[CH3:22])=[O:19])[CH2:16][CH2:17][C:9]=3[C:8]=2[CH:7]=[C:6]([Cl:25])[CH:5]=1.Br[CH2:27][C:28]([O:30][CH2:31][CH3:32])=[O:29]>CN(C=O)C>[Cl:3][C:4]1[C:12]2[N:11]([CH2:27][C:28]([O:30][CH2:31][CH3:32])=[O:29])[C:10]3[CH2:13][CH2:14][N:15]([C:18]([O:20][C:21]([CH3:22])([CH3:24])[CH3:23])=[O:19])[CH2:16][CH2:17][C:9]=3[C:8]=2[CH:7]=[C:6]([Cl:25])[CH:5]=1 |f:0.1|. Procedure details: Sodium hydride (60% dispersion in mineral oil, 0.25 g, 6.3 mmol) was added to a solution of tert-butyl 7,9-dichloro-1,4,5,6-tetrahydroazepino[4,5-b]indole-3(2H)-carboxylate (1.5 g, 4.2 mmol) in DMF (15 mL). After 20 men, ethyl bromoacetate (0.94 mL, 8.4 mmol) was added. The reaction was quenched with saturated aqueous NH4Cl after 2 h and extracted with EtOAc (3×20 mL). The combined organic extracts were washed with brine, dried over Na2SO4, decanted, and concentrated. The crude product was purif... Reactants: C(C1=CC=CC=C1)OC1=C(C=C(C=C1)CCN1CC(CCC1)CN1CCC2=C(CC1=O)C=C(C(=C2)OC)OC)OC (3-[(N-(2-(4-benzyloxy-3-methoxy-phenyl)-ethyl)-piperidin-3-yl)-methyl]-7,8-dimethoxy-I,3,4,5-tetrahydro-2H-3-benzazepin-2-one). The solvent is C(C)(=O)O (acetic acid). Product: COC=1C=C(C=CC1O)CCN1CC(CCC1)CN1CCC2=C(CC1=O)C=C(C(=C2)OC)OC (3-[(N-(2-(3-Methoxy-4-hydroxy-phenyl)-ethyl)-piperidin-3-yl)-methyl]-7,8-dimethoxy-1,3,4,5-tetrahydro-2H-3-benzazepin-2-one). RXN SMILES: C([O:8][C:9]1[CH:14]=[CH:13][C:12]([CH2:15][CH2:16][N:17]2[CH2:22][CH2:21][CH2:20][CH:19]([CH2:23][N:24]3[C:30](=[O:31])[CH2:29][C:28]4[CH:32]=[C:33]([O:38][CH3:39])[C:34]([O:36][CH3:37])=[CH:35][C:27]=4[CH2:26][CH2:25]3)[CH2:18]2)=[CH:11][C:10]=1[O:40][CH3:41])C1C=CC=CC=1>C(O)(=O)C>[CH3:41][O:40][C:10]1[CH:11]=[C:12]([CH2:15][CH2:16][N:17]2[CH2:22][CH2:21][CH2:20][CH:19]([CH2:23][N:24]3[C:30](=[O:31])[CH2:29][C:28]4[CH:32]=[C:33]([O:38][CH3:39])[C:34]([O:36][CH3:37])=[CH:35][C:27]=4[CH2:26][CH2:25]3)[CH2:18]2)[CH:13]=[CH:14][C:9]=1[OH:8]. Procedure details: Prepared from 3-[(N-(2-(4-benzyloxy-3-methoxy-phenyl)-ethyl)-piperidin-3-yl)-methyl]-7,8-dimethoxy-I,3,4,5-tetrahydro-2H-3-benzazepin-2-one in glacial acetic acid analogously to Example 8. Starting materials: C(C)OC(=O)C1(CCN(CC1)C1=CC=C(C=C1)C(C)(C)C)C (1-(4-Tert-butyl-phenyl)-4-methyl-piperidine-4-carboxylic acid ethyl ester), [OH-].[Na+] (sodium hydroxide). The solvent is CO (methanol). Conditions: temperature 90 celsius. The product is C(C)(C)(C)C1=CC=C(C=C1)N1CCC(CC1)(C(=O)O)C (1-(4-tert-butyl-phenyl)-4-methylpiperidine-4-carboxylic acid), solid. Yield: 48.0%. As a reaction SMILES: C([O:3][C:4]([C:6]1([CH3:22])[CH2:11][CH2:10][N:9]([C:12]2[CH:17]=[CH:16][C:15]([C:18]([CH3:21])([CH3:20])[CH3:19])=[CH:14][CH:13]=2)[CH2:8][CH2:7]1)=[O:5])C.[OH-].[Na+]>CO>[C:18]([C:15]1[CH:14]=[CH:13][C:12]([N:9]2[CH2:10][CH2:11][C:6]([CH3:22])([C:4]([OH:5])=[O:3])[CH2:7][CH2:8]2)=[CH:17][CH:16]=1)([CH3:21])([CH3:19])[CH3:20] |f:1.2|. Procedure details: 1-(4-Tert-butyl-phenyl)-4-methyl-piperidine-4-carboxylic acid ethyl ester (155 mg, 0.62 mmol, prepared in accordance with Example 50 without any further purification) was diluted in methanol (4 mL). An aqueous sodium hydroxide solution was then added (2 mL, 4M, 8.00 mmol). The resulting mixture was heated to 90° C. and then maintained at that temperature for 1 hr. After cooling to room temperature, the mixture was filtered. The filtrate was diluted with water (10 mL), and the aqueous phase was w...